Task: describe an organic reaction: reactants, conditions, products, and yield. Dataset: the Open Reaction Database (ORD), a public repository of structured organic reaction records Reactants: CCCCCCCCBr, CCO, N#Cc1ccc(O)cc1F, [K+], [OH-], O. Product: CCCCCCCCOc1ccc(C#N)c(F)c1. As a reaction SMILES: [CH2:13]([CH2:14][CH2:15][CH2:16][CH2:17][CH2:18][CH2:19][CH3:20])[Br:21].[CH3:22][CH2:23][OH:24].[F:1][c:2]1[cH:3][c:4]([OH:10])[cH:5][cH:6][c:7]1[C:8]#[N:9].[K+:12].[OH-:11].[OH2:25]>>[F:1][c:2]1[cH:3][c:4]([O:10][CH2:13][CH2:14][CH2:15][CH2:16][CH2:17][CH2:18][CH2:19][CH3:20])[cH:5][cH:6][c:7]1[C:8]#[N:9]. The reactants are CC(C)N=C=O, ClCCl, NC1CCC(=O)c2ccccc21. Reaction SMILES: [CH:13]([CH3:14])([CH3:15])[N:16]=[C:17]=[O:18].[Cl:19][CH2:20][Cl:21].[O:1]=[C:2]1[CH2:3][CH2:4][CH:5]([NH2:12])[c:6]2[cH:7][cH:8][cH:9][cH:10][c:11]21>>[O:1]=[C:2]1[CH2:3][CH2:4][CH:5]([NH:12][C:17]([NH:16][CH:13]([CH3:14])[CH3:15])=[O:18])[c:6]2[cH:7][cH:8][cH:9][cH:10][c:11]21. Product: CC(C)NC(=O)NC1CCC(=O)c2ccccc21. Reaction SMILES: [CH2:1]([CH:2]=[CH2:3])[O:4][C:5](=[O:6])[N:7]1[CH:8]([CH2:20][CH2:21][N:22]=[N+:23]=[N-:24])[CH2:9][CH:10]([O:12][Si:13]([C:14]([CH3:15])([CH3:16])[CH3:17])([CH3:18])[CH3:19])[CH2:11]1.[CH3:26][CH2:27][O:28][C:29](=[O:30])[CH3:31].[ClH:25].[O:33]1[CH2:34][CH2:35][CH2:36][CH2:37]1.[OH2:32]>>[CH2:1]([CH:2]=[CH2:3])[O:4][C:5](=[O:6])[N:7]1[CH:8]([CH2:20][CH2:21][N:22]=[N+:23]=[N-:24])[CH2:9][CH:10]([OH:12])[CH2:11]1. The product is C=CCOC(=O)N1CC(O)CC1CCN=[N+]=[N-]. Starting materials: C=CCOC(=O)N1CC(O[Si](C)(C)C(C)(C)C)CC1CCN=[N+]=[N-], CCOC(C)=O, Cl, C1CCOC1, O. The reactants are Br, COc1ccc(COCc2nnc3n2-c2ccc(Cl)cc2N(c2ccccc2)C(=O)C3)cc1, CC(=O)O, [Na+], [OH-]. Product: O=C1Cc2nnc(CO)n2-c2ccc(Cl)cc2N1c1ccccc1. Reaction SMILES: [BrH:34].[CH3:1][O:2][c:3]1[cH:4][cH:5][c:6]([CH2:7][O:8][CH2:9][c:10]2[n:11][n:12][c:13]3[n:14]2-[c:15]2[c:16]([cH:27][c:28]([Cl:31])[cH:29][cH:30]2)[N:17]([c:21]2[cH:22][cH:23][cH:24][cH:25][cH:26]2)[C:18](=[O:20])[CH2:19]3)[cH:32][cH:33]1.[CH3:37][C:38](=[O:39])[OH:40].[Na+:36].[OH-:35]>>[OH:8][CH2:9][c:10]1[n:11][n:12][c:13]2[n:14]1-[c:15]1[c:16]([cH:27][c:28]([Cl:31])[cH:29][cH:30]1)[N:17]([c:21]1[cH:22][cH:23][cH:24][cH:25][cH:26]1)[C:18](=[O:20])[CH2:19]2. The reactants are C(CC(O)(C(=O)O)CC(=O)O)(=O)O (citric acid), OC1=C(C=CC2=C1C(=C(O2)C(C2=CC=C(C=C2)OC)=O)C)CCC (4-hydroxy-2-(4-methoxybenzoyl)-3-methyl-5-propylbenzofuran), [OH-].[K+] (potassium hydroxide), NN (hydrazine). The solvent is O (water), C(CO)O (ethylene glycol). Conditions: time 1 hour. Product: OC1=C(C=CC2=C1C(=C(O2)CC2=CC=C(C=C2)OC)C)CCC (4-hydroxy-2-(4-methoxybenzyl)-3-methyl-5-propylbenzofuran). Isolated yield 58.6%. As a reaction SMILES: [OH:1][C:2]1[C:7]2[C:8]([CH3:21])=[C:9]([C:11](=O)[C:12]3[CH:17]=[CH:16][C:15]([O:18][CH3:19])=[CH:14][CH:13]=3)[O:10][C:6]=2[CH:5]=[CH:4][C:3]=1[CH2:22][CH2:23][CH3:24].[OH-].[K+].NN.C(O)(=O)CC(CC(O)=O)(C(O)=O)O>O.C(O)CO>[OH:1][C:2]1[C:7]2[C:8]([CH3:21])=[C:9]([CH2:11][C:12]3[CH:17]=[CH:16][C:15]([O:18][CH3:19])=[CH:14][CH:13]=3)[O:10][C:6]=2[CH:5]=[CH:4][C:3]=1[CH2:22][CH2:23][CH3:24] |f:1.2|. Procedure: A mixture of 4-hydroxy-2-(4-methoxybenzoyl)-3-methyl-5-propylbenzofuran (7.2 g; 22 mmoles), potassium hydroxide pellets (8.7 g; 155 mmoles), ethylene glycol (100 ml) and 99% hydrazine (3.0 ml) was heated with stirring and maintaining the internal temperature between 130° C. and 150° C. for 4 hours. The internal temperature was permitted to rise to 175° C. for 1 hour and excess water was always allowed to escape. The mixture was cooled and poured into excess 20% citric acid solution. The mixture ...